From a dataset of the Open Reaction Database (ORD), a public repository of structured organic reaction records. describe an organic reaction: reactants, conditions, products, and yield The reactants are S(=S)(=O)([O-])[O-] (thiosulphate), C(C)(C)(C)C1=C(C(=CC(=C1)C(C)(C)C)/C=N/C(CO)C(C)(C)C)O (2,4-di-tert-butyl-6-{(E)-[(1-hydroxy-3,3-dimethylbutan-2-yl)imino]methyl}phenol), CC1=C(C=C(C(=C1)C)SCC(F)(F)F)N1N=C(N=C1)C(F)(F)F (1-{2,4-dimethyl-5-[(2,2,2-trifluoroethyl)sulphanyl]phenyl}-3-(trifluoromethyl)-1H-1,2,4-triazole), C(C)(C)(C)C1=C(C(=CC(=C1)C(C)(C)C)/C=N/C(CO)C(C)(C)C)O (2,4-di-tert-butyl-6-{(E)-[(1-hydroxy-3,3-dimethylbutan-2-yl)imino]methyl}phenol), OO (H2O2), grey-brown crystals. Reagents/catalysts: C/C(=C/C(=O)C)/O.C/C(=C/C(=O)C)/O.C/C(=C/C(=O)C)/O.[V] (vanadium acetylacetonate), C/C(=C/C(=O)C)/O.C/C(=C/C(=O)C)/O.C/C(=C/C(=O)C)/O.[V] (vanadium acetylacetonate). Solvent: C(Cl)(Cl)Cl (chloroform), O (water), C(Cl)(Cl)Cl (chloroform), C(Cl)(Cl)Cl (chloroform). Reaction conditions: time 10 minute. The product is CC1=C(C=C(C(=C1)C)S(=O)CC(F)(F)F)N1N=C(N=C1)C(F)(F)F ((+)-1-{2,4-dimethyl-5-[(2,2,2-trifluoroethyl)sulphinyl]phenyl}-3-(trifluoromethyl)-1H-1,2,4-triazole). Yield: 98.0%. Reaction SMILES: [CH3:1][C:2]1[CH:7]=[C:6]([CH3:8])[C:5]([S:9][CH2:10][C:11]([F:14])([F:13])[F:12])=[CH:4][C:3]=1[N:15]1[CH:19]=[N:18][C:17]([C:20]([F:23])([F:22])[F:21])=[N:16]1.C(C1C=C(C(C)(C)C)C=C(/C=N/C(C(C)(C)C)C[OH:42])C=1O)(C)(C)C.OO.S([O-])([O-])(=O)=S>C(Cl)(Cl)Cl.C/C(/O)=C/C(C)=O.C/C(/O)=C/C(C)=O.C/C(/O)=C/C(C)=O.[V].O>[CH3:1][C:2]1[CH:7]=[C:6]([CH3:8])[C:5]([S:9]([CH2:10][C:11]([F:12])([F:14])[F:13])=[O:42])=[CH:4][C:3]=1[N:15]1[CH:19]=[N:18][C:17]([C:20]([F:22])([F:23])[F:21])=[N:16]1 |f:5.6.7.8|. Procedure: In a three-neck flask, 10.3 g (27.54 mmol, 95% pure) of 1-{2,4-dimethyl-5-[(2,2,2-trifluoroethyl)sulphanyl]phenyl}-3-(trifluoromethyl)-1H-1,2,4-triazole and 145.8 mg (0.55 mmol) of vanadium acetylacetonate were dissolved in 36 ml of chloroform and stirred for 10 minutes. Subsequently, 275.8 mg (0.825 mmol) of (S)-(2,4-di-tert-butyl-6-{(E)-[(1-hydroxy-3,3-dimethylbutan-2-yl)imino]methyl}phenol were added. After 10 minutes, 5.66 g (50 mmol) of 30% H2O2 were metered in over 6 hours. The progress of... The reactants are COC(=O)c1ccc(Cc2c(C(=O)OC)n(-c3ccccc3)c3cc(Cl)ccc3c2=O)cc1, CO, [Li+], [OH-]. Product: COC(=O)c1c(Cc2ccc(C(=O)O)cc2)c(=O)c2ccc(Cl)cc2n1-c1ccccc1. RXN SMILES: [CH3:1][O:2][C:3](=[O:4])[c:5]1[n:6](-[c:28]2[cH:29][cH:30][cH:31][cH:32][cH:33]2)[c:7]2[cH:8][c:9]([Cl:27])[cH:10][cH:11][c:12]2[c:13](=[O:26])[c:14]1[CH2:15][c:16]1[cH:17][cH:18][c:19]([C:22](=[O:23])[O:24][CH3:25])[cH:20][cH:21]1.[CH3:36][OH:37].[Li+:35].[OH-:34]>>[CH3:1][O:2][C:3](=[O:4])[c:5]1[n:6](-[c:28]2[cH:29][cH:30][cH:31][cH:32][cH:33]2)[c:7]2[cH:8][c:9]([Cl:27])[cH:10][cH:11][c:12]2[c:13](=[O:26])[c:14]1[CH2:15][c:16]1[cH:17][cH:18][c:19]([C:22](=[O:23])[OH:24])[cH:20][cH:21]1. Reactants: CI (Methyl iodide), C(C)(C)(C)OC(NCCCC#C)=O (pent-4-ynyl-carbamic acid tert-butyl ester), O1CCCC1 (tetrahydrofuran), [H-].[Na+] (Sodium hydride). Run in ClCCl (dichlormethane). Conditions: time 20 minute. Yields the product C(C)(C)(C)OC(N(CCCC#C)C)=O (methyl-pent-4-ynyl-carbamic acid tert-butyl ester). Reaction SMILES: [C:1]([O:5][C:6](=[O:13])[NH:7][CH2:8][CH2:9][CH2:10][C:11]#[CH:12])([CH3:4])([CH3:3])[CH3:2].O1CCC[CH2:15]1.[H-].[Na+].CI>ClCCl>[C:1]([O:5][C:6](=[O:13])[N:7]([CH3:15])[CH2:8][CH2:9][CH2:10][C:11]#[CH:12])([CH3:4])([CH3:3])[CH3:2] |f:2.3|. Procedure: A 500 mL round bottom flask was charged with pent-4-ynyl-carbamic acid tert-butyl ester (5.0 g, 27.3 mmol) and tetrahydrofuran (138 mL) and the resulting mixture cooled with an ice/water bath. Sodium hydride (830 mg, 32.9 mmol) was added in 3 portions and the resulting mixture stirred at room temperature for 20 minutes. Methyl iodide (8.6 mL, 138.1 mmol) was slowly added and the resulting mixture stirred for 72 h. The resulting mixture was diluted with dichlormethane (350 mL), washed with 1N HCl... The reactants are C1=CC=CC=2C3=CC=CC=C3C(C12)COC(=O)N[C@@H](CCCCN)C(=O)O (Nα-(9-fluorenylmethoxycarbonyl)-L-lysine), C(C)(C)(C)C1=CC=C(C=C1)S(=O)(=O)Cl (4-tert-butylbenzenesulfonyl chloride). The product is C(C)(C)(C)C1=CC=C(C=C1)S(=O)(=O)NCCCC[C@H](NC(=O)OCC1C2=CC=CC=C2C=2C=CC=CC12)C(=O)O (Nε-(4-tert-Butylbenzenesulfonyl)-Nα-(9-fluorenylmethoxycarbonyl)-L-lysine). Yield: 72.0%. Reaction SMILES: [CH:1]1[C:13]2[CH:12]([CH2:14][O:15][C:16]([NH:18][C@H:19]([C:25]([OH:27])=[O:26])[CH2:20][CH2:21][CH2:22][CH2:23][NH2:24])=[O:17])[C:11]3[C:6](=[CH:7][CH:8]=[CH:9][CH:10]=3)[C:5]=2[CH:4]=[CH:3][CH:2]=1.[C:28]([C:32]1[CH:37]=[CH:36][C:35]([S:38](Cl)(=[O:40])=[O:39])=[CH:34][CH:33]=1)([CH3:31])([CH3:30])[CH3:29]>>[C:28]([C:32]1[CH:37]=[CH:36][C:35]([S:38]([NH:24][CH2:23][CH2:22][CH2:21][CH2:20][C@@H:19]([C:25]([OH:27])=[O:26])[NH:18][C:16]([O:15][CH2:14][CH:12]2[C:11]3[CH:10]=[CH:9][CH:8]=[CH:7][C:6]=3[C:5]3[C:13]2=[CH:1][CH:2]=[CH:3][CH:4]=3)=[O:17])(=[O:40])=[O:39])=[CH:34][CH:33]=1)([CH3:31])([CH3:29])[CH3:30]. Reported procedure: Nα-(9-fluorenylmethoxycarbonyl)-L-lysine was reacted with 4-tert-butylbenzenesulfonyl chloride under the conditions used in example 2 giving 72% of the title compound. Starting materials: COc1ccccc1Br, CC(C)(C)P(Cl)C(C)(C)C, Cc1ccccc1, Cl[Cu]Cl, [Mg], C1CCOC1, O. Yields the product COc1ccccc1P(C(C)(C)C)C(C)(C)C. As a reaction SMILES: [Br:1][c:2]1[c:3]([O:8][CH3:9])[cH:4][cH:5][cH:6][cH:7]1.[C:11]([CH3:12])([CH3:13])([CH3:14])[P:15]([C:16]([CH3:17])([CH3:18])[CH3:19])[Cl:20].[CH3:21][c:22]1[cH:23][cH:24][cH:25][cH:26][cH:27]1.[Cl:33][Cu:34][Cl:35].[Mg:10].[O:28]1[CH2:29][CH2:30][CH2:31][CH2:32]1.[OH2:36]>>[c:2]1([P:15]([C:11]([CH3:12])([CH3:13])[CH3:14])[C:16]([CH3:17])([CH3:18])[CH3:19])[c:3]([O:8][CH3:9])[cH:4][cH:5][cH:6][cH:7]1.